From a dataset of the Open Reaction Database (ORD), a public repository of structured organic reaction records. describe an organic reaction: reactants, conditions, products, and yield Reported procedure: Ethyl 3-(2-chloro-phenoxymethyl)-1-ethyl-1H-pyrrolo[3,2-c]pyridine-6-carboxylate. The title compound can be prepared from ethyl 3-hydroxymethyl-1-ethyl-1H-pyrrolo[3,2-c]pyridine-6-carboxylate and 4-chlorophenol using methods similar to step (e) of Example 54. (b) 3-(2-Chloro-phenoxymethyl)-1-ethyl-N-hydroxy-1H-pyrrolo[3,2-c]pyridine-6-carboxamide. The title compound can be prepared from the mixture of ethyl 3-(4-chloro-phenoxymethyl)-1-ethyl-1H-pyrrolo[3,2-c]pyridine-6carboxylate and ethy 3-(5-c... Product: ClC1=C(OCC2=CN(C3=C2C=NC(=C3)C(=O)NO)CC)C=CC=C1 (3-(2-Chloro-phenoxymethyl)-1-ethyl-N-hydroxy-1H-pyrrolo[3,2-c]pyridine-6-carboxamide). Starting materials: C(C1=CC=CC=C1)OCC1=CN(C2=CN=C(C=C21)C(=O)NO)CC2=C(C=C(C=C2)F)F (3-Benzyloxymethyl-1-(2,4-difluorobenzyl)-N-hydroxy-1H-pyrrolo[2,3-c]pyridine-5-carboxamide), ClC1=CC=C(OCC2=CN(C3=C2C=NC(=C3)C(=O)OCC)CC)C=C1 (ethyl 3-(4-chloro-phenoxymethyl)-1-ethyl-1H-pyrrolo[3,2-c]pyridine-6carboxylate), ClC=1C=CC(=C(CC2=CN(C3=C2C=NC(=C3)C(=O)OCC)CC)C1)O (ethy 3-(5-chloro-2-hydroxy-benzyl)-1-ethyl-1H-pyrrolo[3,2-c]pyridine-6-carboxylate). RXN SMILES: C(OCC1C2C(=CN=C(C([NH:21][OH:22])=O)C=2)N(CC2C=CC(F)=CC=2F)C=1)C1C=CC=CC=1.Cl[C:33]1[CH:56]=[CH:55][C:36]([O:37][CH2:38][C:39]2[C:43]3[CH:44]=[N:45][C:46]([C:48](OCC)=[O:49])=[CH:47][C:42]=3[N:41]([CH2:53][CH3:54])[CH:40]=2)=[CH:35][CH:34]=1.[Cl:57]C1C=CC(O)=C(C=1)CC1C2C=NC(C(OCC)=O)=CC=2N(CC)C=1>>[Cl:57][C:55]1[CH:56]=[CH:33][CH:34]=[CH:35][C:36]=1[O:37][CH2:38][C:39]1[C:43]2[CH:44]=[N:45][C:46]([C:48]([NH:21][OH:22])=[O:49])=[CH:47][C:42]=2[N:41]([CH2:53][CH3:54])[CH:40]=1.